This data is from the Open Reaction Database (ORD), a public repository of structured organic reaction records. The task is: describe an organic reaction: reactants, conditions, products, and yield Product: C=CCCCC1COCC1O. As a reaction SMILES: [Br:1][Mg:2][CH2:3][CH2:4][CH2:5][CH:6]=[CH2:7].[CH2:14]1[O:15][CH2:16][CH2:17][CH2:18]1.[CH:8]12[CH2:9][O:10][CH2:11][CH:12]1[O:13]2.[Cu:19][I:20]>>[CH2:3]([CH2:4][CH2:5][CH:6]=[CH2:7])[CH:12]1[CH:8]([OH:13])[CH2:9][O:10][CH2:11]1. The reactants are C=CCCC[Mg]Br, C1CCOC1, C1OCC2OC12, [Cu]I. The reactants are NC1=C(C=CC(=C1)OC)C=CC1=CC=C(C=C1)OC(C)=O (acetic acid 4-[2-(2-amino-4-methoxyphenyl)vinyl]phenyl ester), Cl.FC=1C=C(C(=O)Cl)C=CC1OCCN1CCCCC1 (3-fluoro-4-(2-piperidin-1-ylethoxy)benzoyl chloride hydrochloride). Product: FC=1C=C(CNC2=C(C=CC(=C2)OC)C=CC2=CC=C(C=C2)O)C=CC1OCCN1CCCCC1 (4-{2-{2-[3-Fluoro-4-(2-piperidin-1-ylethoxy)benzylamino]-4-methoxyphenyl}vinyl}phenol). The yield is 67.6%. Reaction SMILES: [NH2:1][C:2]1[CH:7]=[C:6]([O:8][CH3:9])[CH:5]=[CH:4][C:3]=1[CH:10]=[CH:11][C:12]1[CH:17]=[CH:16][C:15]([O:18]C(=O)C)=[CH:14][CH:13]=1.Cl.[F:23][C:24]1[CH:25]=[C:26]([CH:30]=[CH:31][C:32]=1[O:33][CH2:34][CH2:35][N:36]1[CH2:41][CH2:40][CH2:39][CH2:38][CH2:37]1)[C:27](Cl)=O>>[F:23][C:24]1[CH:25]=[C:26]([CH:30]=[CH:31][C:32]=1[O:33][CH2:34][CH2:35][N:36]1[CH2:41][CH2:40][CH2:39][CH2:38][CH2:37]1)[CH2:27][NH:1][C:2]1[CH:7]=[C:6]([O:8][CH3:9])[CH:5]=[CH:4][C:3]=1[CH:10]=[CH:11][C:12]1[CH:13]=[CH:14][C:15]([OH:18])=[CH:16][CH:17]=1 |f:1.2|. Reported procedure: Synthesized from acetic acid 4-[2-(2-amino-4-methoxyphenyl)vinyl]phenyl ester (240 mg) and 3-fluoro-4-(2-piperidin-1-ylethoxy)benzoyl chloride hydrochloride (660 mg) according to an analogous synthetic method to Example 152, the title compound (273 mg) was obtained. As a reaction SMILES: C([Mg]Cl)(C)C.[CH2:6]([CH:9]([CH2:20][CH:21]=[CH2:22])[CH2:10][O:11][SiH2:12][C:13]1[CH:18]=[CH:17][C:16](I)=[CH:15][CH:14]=1)[CH:7]=[CH2:8].C(C(CC=C)[CH2:27][O:28][SiH2]C1C=CC([Mg]Cl)=CC=1)C=C.CN(C=O)C.Cl>C1COCC1>[CH2:6]([CH:9]([CH2:20][CH:21]=[CH2:22])[CH2:10][O:11][SiH2:12][C:13]1[CH:18]=[CH:17][C:16]([CH:27]=[O:28])=[CH:15][CH:14]=1)[CH:7]=[CH2:8]. Procedure details: Firstly, i-PrMgCl (0.71 mL, 2 M in THF, 1.42 mmol) was added dropwise to a THF solution (2 mL) of 4-(diallylethoxysilyl)iodobenzene (255 mg, 0.71 mmol) obtained in Synthesis example 7 at −30° C. The resultant mixture was stirred under a nitrogen atmosphere at −30° C. for 1.5 hours to obtain a solution containing 4-(diallylethoxysilyl)phenylmagnesium chloride (Grignard solution). Then, DMF (110 μL, 1.42 mmol) was added dropwise to the obtained solution at −30° C., and the resultant mixture was st... The reactants are C(C)(C)[Mg]Cl (i-PrMgCl), C(C=C)C(CO[SiH2]C1=CC=C(C=C1)I)CC=C (4-(diallylethoxysilyl)iodobenzene), C(C=C)C(CO[SiH2]C1=CC=C(C=C1)[Mg]Cl)CC=C (4-(diallylethoxysilyl)phenylmagnesium chloride), Cl (HCl), CN(C)C=O (DMF), resultant mixture, resultant mixture. Solvent: C1CCOC1 (THF). Yield: 85.0%. Product: C(C=C)C(CO[SiH2]C1=CC=C(C=O)C=C1)CC=C (4-(diallylethoxysilyl)benzaldehyde).